Dataset: the Open Reaction Database (ORD), a public repository of structured organic reaction records. Task: describe an organic reaction: reactants, conditions, products, and yield Starting materials: CSc1cc(C)nc(SC)c1N=C=O, CN(C)C=O, CCOC(C)=O, CC(C)c1ccc(CNC2Cc3ccccc3C2)cc1. The product is CSc1cc(C)nc(SC)c1NC(=O)N(Cc1ccc(C(C)C)cc1)C1Cc2ccccc2C1. As a reaction SMILES: [CH3:21][S:22][c:23]1[n:24][c:25]([CH3:34])[cH:26][c:27]([S:32][CH3:33])[c:28]1[N:29]=[C:30]=[O:31].[CH3:35][N:36]([CH3:37])[CH:38]=[O:39].[CH3:40][CH2:41][O:42][C:43](=[O:44])[CH3:45].[CH:1]([CH3:2])([CH3:3])[c:4]1[cH:5][cH:6][c:7]([CH2:8][NH:9][CH:10]2[CH2:11][c:12]3[cH:13][cH:14][cH:15][cH:16][c:17]3[CH2:18]2)[cH:19][cH:20]1>>[CH:1]([CH3:2])([CH3:3])[c:4]1[cH:5][cH:6][c:7]([CH2:8][N:9]([CH:10]2[CH2:11][c:12]3[cH:13][cH:14][cH:15][cH:16][c:17]3[CH2:18]2)[C:30]([NH:29][c:28]2[c:23]([S:22][CH3:21])[n:24][c:25]([CH3:34])[cH:26][c:27]2[S:32][CH3:33])=[O:31])[cH:19][cH:20]1. RXN SMILES: [Cl:1][C:2]1[CH:3]=[C:4]([CH:26]=[CH:27][C:28]=1[F:29])[NH:5][C:6]1[C:15]2[C:10](=[CH:11][C:12]([O:24][CH3:25])=[CH:13][C:14]=2[O:16][CH2:17][C@@H:18]2[NH:22][CH2:21][C@H:20]([OH:23])[CH2:19]2)[N:9]=[CH:8][N:7]=1.[CH3:30][N:31]([CH3:36])[CH2:32][C:33](O)=[O:34]>>[Cl:1][C:2]1[CH:3]=[C:4]([CH:26]=[CH:27][C:28]=1[F:29])[NH:5][C:6]1[C:15]2[C:10](=[CH:11][C:12]([O:24][CH3:25])=[CH:13][C:14]=2[O:16][CH2:17][C@@H:18]2[N:22]([C:33](=[O:34])[CH2:32][N:31]([CH3:36])[CH3:30])[CH2:21][C@H:20]([OH:23])[CH2:19]2)[N:9]=[CH:8][N:7]=1. Product: ClC=1C=C(NC2=NC=NC3=CC(=CC(=C23)OC[C@H]2C[C@H](CN2C(CN(C)C)=O)O)OC)C=CC1F ((3R,5R)-5-[({4-[3-Chloro-4-fluoroanilino]-7-methoxyquinazolin-5-yl}oxy)-methyl]-1-(N,N-dimethylglycyl)pyrrolidin-3-ol). Reported procedure: The procedure described in Example 32 was repeated using (3R,5R)-5-[({4-[3-chloro-4-fluoroanilino]-7-methoxyquinazolin-5-yl}oxy)methyl]pyrrolidin-3-ol (209 mg) with N,N-dimethylglycine (57 mg) to give the title compound as a white solid in 72% yield; NMR spectrum (DMSO-d6) 10.03 (s, 1H), 8.46 (s, 1H), 8.19 (dd, 1H), 7.76-7.71 (m, 1H), 7.43 (t, 1H), 6.83 (d, 1H), 6.75 (d, 1H), 5.27-5.26 (m, 1H), 4.72-4.67 (m, 1H), 4.61-4.56 (m, 1H), 4.41-4.40 (m, 1H), 4.34-4.29 (m, 1H), 3.93 (s, 3H), 3.78 (dd, 1H... Yield: 72.0%. Reactants: ClC=1C=C(NC2=NC=NC3=CC(=CC(=C23)OC[C@H]2C[C@H](CN2)O)OC)C=CC1F ((3R,5R)-5-[({4-[3-chloro-4-fluoroanilino]-7-methoxyquinazolin-5-yl}oxy)methyl]pyrrolidin-3-ol), CN(CC(=O)O)C (N,N-dimethylglycine).